From a dataset of the Open Reaction Database (ORD), a public repository of structured organic reaction records. describe an organic reaction: reactants, conditions, products, and yield Reactants: [Cl-].[Ca+2].[Cl-] (calcium chloride), C=CC1=CC=CC=C1 (styrene), C(C(=C)C)(=O)OCC1CO1 (glycidyl methacrylate), tertdodecylmercaptan, C(CCCCCCCCCCC)OS(=O)(=O)C1=CC=CC=C1.[Na] (sodium dodecylbenzenesulfonate), [O-]O.C1(=CC=CC=C1)C(C)C (cumene hydroperoxide). Solvent: O (water). Reaction conditions: time 2 hour. Yields the product C=CC1=CC=CC=C1.C(C(=C)C)(=O)OCC1CO1 (styrene glycidyl methacrylate). Reaction SMILES: [CH2:1]=[CH:2][C:3]1[CH:8]=[CH:7][CH:6]=[CH:5][CH:4]=1.[C:9]([O:14][CH2:15][CH:16]1[O:18][CH2:17]1)(=[O:13])[C:10]([CH3:12])=[CH2:11].C(OS(C1C=CC=CC=1)(=O)=O)CCCCCCCCCCC.[Na].[O-]O.C1(C(C)C)C=CC=CC=1.[Cl-].[Ca+2].[Cl-]>O>[CH2:1]=[CH:2][C:3]1[CH:8]=[CH:7][CH:6]=[CH:5][CH:4]=1.[C:9]([O:14][CH2:15][CH:16]1[O:18][CH2:17]1)(=[O:13])[C:10]([CH3:12])=[CH2:11] |f:2.3,4.5,6.7.8,10.11,^1:40|. Procedure: A stainless steel reactor equipped with a stirrer was purged with nitrogen. In the reactor were placed, under a nitrogen stream, 45 parts of styrene, 5 parts of glycidyl methacrylate, 0.43 part of tert-dodecylmercaptan, 1.0 part of sodium dodecylbenzenesulfonate and 140 parts of deionized water. While circulating hot water at 70° C. in the jacket of the reactor, there are further added thereto an aqueous solution of 0.1 part of sodium ethylenediaminetetraacetate, 0.003 part of ferrous sulfate, 0...